Dataset: the Open Reaction Database (ORD), a public repository of structured organic reaction records. Task: describe an organic reaction: reactants, conditions, products, and yield Reactants: CO, Nc1ccc(CC(=O)N2CCCC2)cc1[N+](=O)[O-], [Na+], [Na+], [Na+], [Na+], O=C([O-])[O-], O, O=S([O-])S(=O)[O-]. Product: Nc1ccc(CC(=O)N2CCCC2)cc1N. RXN SMILES: [CH3:34][OH:35].[N+:15]([O-:16])(=[O:17])[c:18]1[c:19]([NH2:20])[cH:21][cH:22][c:23]([CH2:25][C:26](=[O:27])[N:28]2[CH2:29][CH2:30][CH2:31][CH2:32]2)[cH:24]1.[Na+:10].[Na+:7].[Na+:8].[Na+:9].[O-:11][C:12](=[O:13])[O-:14].[OH2:33].[S:1]([S:2]([O-:3])=[O:4])([O-:5])=[O:6]>>[NH2:15][c:18]1[c:19]([NH2:20])[cH:21][cH:22][c:23]([CH2:25][C:26](=[O:27])[N:28]2[CH2:29][CH2:30][CH2:31][CH2:32]2)[cH:24]1. The reactants are O=C(Cl)C(=O)Cl, ClCCl, N, O, Cc1ccc(-c2nc3c(C(=O)O)cccc3o2)cc1. Yields the product Cc1ccc(-c2nc3c(C(N)=O)cccc3o2)cc1. RXN SMILES: [Cl:1][C:2]([C:3]([Cl:4])=[O:5])=[O:6].[Cl:28][CH2:29][Cl:30].[NH3:27].[OH2:26].[c:7]1([CH3:25])[cH:8][cH:9][c:10](-[c:13]2[o:14][c:15]3[c:16]([n:17]2)[c:18]([C:22](=[O:23])[OH:24])[cH:19][cH:20][cH:21]3)[cH:11][cH:12]1>>[c:7]1([CH3:25])[cH:8][cH:9][c:10](-[c:13]2[o:14][c:15]3[c:16]([n:17]2)[c:18]([C:22](=[O:23])[NH2:27])[cH:19][cH:20][cH:21]3)[cH:11][cH:12]1.